describe an organic reaction: reactants, conditions, products, and yield From a dataset of the Open Reaction Database (ORD), a public repository of structured organic reaction records. The reactants are COC(=O)C(Cc1ccccc1)CS(=O)(=O)N1CCN(C)CC1, CC(C)=O, CC(C)O, [Na+], [OH-]. Yields the product CN1CCN(S(=O)(=O)CC(Cc2ccccc2)C(=O)O)CC1. Reaction SMILES: [CH2:1]([c:2]1[cH:3][cH:4][cH:5][cH:6][cH:7]1)[CH:8]([C:9](=[O:10])[O:11][CH3:12])[CH2:13][S:14](=[O:15])(=[O:16])[N:17]1[CH2:18][CH2:19][N:20]([CH3:23])[CH2:21][CH2:22]1.[CH3:30][C:31](=[O:32])[CH3:33].[CH:26]([OH:27])([CH3:28])[CH3:29].[Na+:25].[OH-:24]>>[CH2:1]([c:2]1[cH:3][cH:4][cH:5][cH:6][cH:7]1)[CH:8]([C:9](=[O:10])[OH:11])[CH2:13][S:14](=[O:15])(=[O:16])[N:17]1[CH2:18][CH2:19][N:20]([CH3:23])[CH2:21][CH2:22]1. Starting materials: [OH-].[K+] (potassium hydroxide), N(=[N+]=[N-])[C@H]([C@@H](COS(=O)(=O)C1=CC=C(C=C1)C)O)CC1=CC=CC=C1 (3(S)-azido-4-phenyl-1-(p-toluenesulphonyloxy)-2(S)-butanol). Solvent: C(C)O (ethanol), C(C)O (ethanol). Reaction conditions: time 1 hour. The product is N(=[N+]=[N-])[C@@H](CC1=CC=CC=C1)[C@@H]1OC1 (2(S)-[1(S)-azido-2-phenylethyl]oxirane). The yield is 65.4%. As a reaction SMILES: [OH-].[K+].[N:3]([C@@H:6]([CH2:21][C:22]1[CH:27]=[CH:26][CH:25]=[CH:24][CH:23]=1)[C@H:7]([OH:20])[CH2:8]OS(C1C=CC(C)=CC=1)(=O)=O)=[N+:4]=[N-:5]>C(O)C>[N:3]([C@H:6]([C@H:7]1[CH2:8][O:20]1)[CH2:21][C:22]1[CH:27]=[CH:26][CH:25]=[CH:24][CH:23]=1)=[N+:4]=[N-:5] |f:0.1|. Reported procedure: A solution of 280 mg (5 mmol) of potassium hydroxide in 10 ml of ethanol were added to a solution of 1.37 g (3.8 mmol) of 3(S)-azido-4-phenyl-1-(p-toluenesulphonyloxy)-2(S)-butanol in 50 ml of ethanol and the mixture was stirred at room temperature for 1 hour. The mixture was then evaporated to dryness and the residue was partitioned between water and dichloromethane. The aqueous phase was back-extracted twice with dichloromethane. The organic phases were combined, dried over anhydrous magnesium... Starting materials: O=C([O-])[O-], CC(=O)OCCBr, CCC(C)Sc1ccc(S)cc1, [K+], [K+], CN(C)C=O, O. Yields the product CCC(C)Sc1ccc(SCCOC(C)=O)cc1. As a reaction SMILES: [C:13](=[O:14])([O-:15])[O-:16].[C:19]([CH3:20])(=[O:21])[O:22][CH2:23][CH2:24][Br:25].[CH3:1][CH:2]([CH2:3][CH3:4])[S:5][c:6]1[cH:7][cH:8][c:9]([SH:12])[cH:10][cH:11]1.[K+:17].[K+:18].[O:27]=[CH:28][N:29]([CH3:30])[CH3:31].[OH2:26]>>[CH3:1][CH:2]([CH2:3][CH3:4])[S:5][c:6]1[cH:7][cH:8][c:9]([S:12][CH2:24][CH2:23][O:22][C:19]([CH3:20])=[O:21])[cH:10][cH:11]1. Product: ClC1=C(C(=CC=C1)Cl)NC1=CC=C(C=C1)C (N-(2′,6′-Dichlorophenyl)-4-methylaniline). RXN SMILES: [Cl:1][C:2]1[CH:8]=[CH:7][CH:6]=[C:5]([Cl:9])[C:3]=1[NH2:4].CO[C:12]1[CH2:17][CH:16]=[C:15]([CH3:18])[CH2:14][CH:13]=1.II>O1CCCC1.ClC1C=CC=CC=1.C(O)(=O)C.CCCCCC.C(OC)(C)(C)C.[Ti](Cl)(Cl)(Cl)Cl>[Cl:1][C:2]1[CH:8]=[CH:7][CH:6]=[C:5]([Cl:9])[C:3]=1[NH:4][C:12]1[CH:17]=[CH:16][C:15]([CH3:18])=[CH:14][CH:13]=1 |f:6.7|. Reaction conditions: temperature -35 celsius, time 2 hour. Reactants: ClC1=C(N)C(=CC=C1)Cl (2,6-dichloro-aniline), II (iodine), COC1=CCC(=CC1)C (1-Methoxy-4-methylcyclohexa-1,4-diene), II (iodine). Reported procedure: A solution of 4.35 g 2,6-dichloro-aniline in 4 ml of tetrahydrofuran and 35 ml of chlorobenzene is cooled down to −40 to −45° C. At this temperature, 5.09 g of titanium-tetrachloride is added to the solution, followed by the addition of 5.0 g of 1-Methoxy-4-methylcyclohexa-1,4-diene. The reaction mixture is allowed to warm up to approximately −35° C. and stirred for 2 hours at this temperature. A solution of 10.18 g of iodine in 20 ml of tetrahydrofuran and 2.3 ml of acetic acid is then added dr... Solvent: O1CCCC1 (tetrahydrofuran), ClC1=CC=CC=C1 (chlorobenzene), CCCCCC.C(C)(C)(C)OC (hexane t-butyl-methylether), O1CCCC1 (tetrahydrofuran), C(C)(=O)O (acetic acid). The reagents and catalysts are [Ti](Cl)(Cl)(Cl)Cl (titanium-tetrachloride). Starting materials: ClC=1C=C(C=CC1F)NC1=NC=NC2=CC(=C(C=C12)O)OC (4-((3-chloro-4-fluorophenyl)amino)-7-methoxyquinazolin-6-ol), C(=O)([O-])[O-].[K+].[K+] (K2CO3), BrCCCCl (1-bromo-3-chloropropane), CN(C)C=O (DMF). The solvent is O (water). Reaction conditions: temperature 40 celsius, time 6 hour. The product is ClC=1C=C(C=CC1F)NC1=NC=NC2=CC(=C(C=C12)OCCCCl)OC (N-(3-chloro-4-fluorophenyl)-6-(3-chloropropoxy)-7-methoxyquinazolin-4-amine). Isolated yield 89.0%. As a reaction SMILES: [Cl:1][C:2]1[CH:3]=[C:4]([NH:9][C:10]2[C:19]3[C:14](=[CH:15][C:16]([O:21][CH3:22])=[C:17]([OH:20])[CH:18]=3)[N:13]=[CH:12][N:11]=2)[CH:5]=[CH:6][C:7]=1[F:8].C([O-])([O-])=O.[K+].[K+].Br[CH2:30][CH2:31][CH2:32][Cl:33].CN(C=O)C>O>[Cl:1][C:2]1[CH:3]=[C:4]([NH:9][C:10]2[C:19]3[C:14](=[CH:15][C:16]([O:21][CH3:22])=[C:17]([O:20][CH2:30][CH2:31][CH2:32][Cl:33])[CH:18]=3)[N:13]=[CH:12][N:11]=2)[CH:5]=[CH:6][C:7]=1[F:8] |f:1.2.3|. Reported procedure: A suspension of 4-((3-chloro-4-fluorophenyl)amino)-7-methoxyquinazolin-6-ol (20.00 g), K2CO3 (10.37 g), KI (1.04 g), 1-bromo-3-chloropropane (7.50 mL) and DMF (150 mL) was stirred at 40° C. for 6 h. The reaction mixture was poured into water and filtered. The filter residue was purified by a silica gel column chromatography (eluting agent: EA) to give the title compound as pale yellow liquid (22.05 g, 89.00%). The compound was characterized by the following spectroscopic data: MS (ESI, pos. ion)...